This data is from the Open Reaction Database (ORD), a public repository of structured organic reaction records. The task is: describe an organic reaction: reactants, conditions, products, and yield Reactants: CCCCCC(Br)c1ccc(CC(C)C)cc1, O=C([O-])[O-], CN(C)C=O, [K+], [K+], CCOC(=O)CCCn1cc(C(=O)c2ccc(O)cc2)c2ccccc21. The product is CCCCCC(Oc1ccc(C(=O)c2cn(CCCC(=O)OCC)c3ccccc23)cc1)c1ccc(CC(C)C)cc1. As a reaction SMILES: [Br:27][CH:28]([CH2:29][CH2:30][CH2:31][CH2:32][CH3:33])[c:34]1[cH:35][cH:36][c:37]([CH2:40][CH:41]([CH3:42])[CH3:43])[cH:38][cH:39]1.[C:44](=[O:45])([O-:46])[O-:47].[CH3:50][N:51]([CH3:52])[CH:53]=[O:54].[K+:48].[K+:49].[OH:1][c:2]1[cH:3][cH:4][c:5]([C:6](=[O:7])[c:8]2[cH:9][n:10]([CH2:17][CH2:18][CH2:19][C:20](=[O:21])[O:22][CH2:23][CH3:24])[c:11]3[cH:12][cH:13][cH:14][cH:15][c:16]23)[cH:25][cH:26]1>>[O:1]([c:2]1[cH:3][cH:4][c:5]([C:6](=[O:7])[c:8]2[cH:9][n:10]([CH2:17][CH2:18][CH2:19][C:20](=[O:21])[O:22][CH2:23][CH3:24])[c:11]3[cH:12][cH:13][cH:14][cH:15][c:16]23)[cH:25][cH:26]1)[CH:28]([CH2:29][CH2:30][CH2:31][CH2:32][CH3:33])[c:34]1[cH:35][cH:36][c:37]([CH2:40][CH:41]([CH3:42])[CH3:43])[cH:38][cH:39]1. The reactants are OCC=1N(C(=C(N1)C(C)C)SC1=CC(=CC(=C1)Cl)Cl)CC (2-hydroxymethyl-5-(3,5-dichlorophenylthio)-4-isopropyl-1-ethyl-1H-imidazole), C(C(C)(C)C)(=O)N=C=O (pivaloyl isocyanate). The solvent is O1CCCC1 (tetrahydrofuran). Reaction conditions: time 1 hour. Product: C(C(C)(C)C)(=O)NC(OCC=1N(C(=C(N1)C(C)C)SC1=CC(=CC(=C1)Cl)Cl)CC)=O (5-(3,5-Dichlorophenylthio)-1-ethyl-4-isopropyl-1H-imidazol-2-ylmethyl pivaloylcarbamate). The yield is 83.0%. Reaction SMILES: [OH:1][CH2:2][C:3]1[N:4]([CH2:20][CH3:21])[C:5]([S:11][C:12]2[CH:17]=[C:16]([Cl:18])[CH:15]=[C:14]([Cl:19])[CH:13]=2)=[C:6]([CH:8]([CH3:10])[CH3:9])[N:7]=1.[C:22]([N:28]=[C:29]=[O:30])(=[O:27])[C:23]([CH3:26])([CH3:25])[CH3:24]>O1CCCC1>[C:22]([NH:28][C:29](=[O:30])[O:1][CH2:2][C:3]1[N:4]([CH2:20][CH3:21])[C:5]([S:11][C:12]2[CH:17]=[C:16]([Cl:18])[CH:15]=[C:14]([Cl:19])[CH:13]=2)=[C:6]([CH:8]([CH3:9])[CH3:10])[N:7]=1)(=[O:27])[C:23]([CH3:26])([CH3:25])[CH3:24]. Procedure: To a solution of the compound 19 (200 mg, 0.580 mmol) in tetrahydrofuran (1 mL) under ice-cooling was added pivaloyl isocyanate (5 eq.), and stirred at the same temperature for 1 hour. After removing condenser, the reaction mixture was stirred at room temperature for 1 hour. The reaction mixture was partitioned between ethyl acetate and phosphate buffer (pH 7.0). The organic layer was separated, washed with water, dried over sodium sulfate, and concentrated under reduced pressure. The residue wa...